describe an organic reaction: reactants, conditions, products, and yield From a dataset of the Open Reaction Database (ORD), a public repository of structured organic reaction records. Reactants: ClC=1C=CC(=C(C1)C=1C=CC2=C(NC(O2)=O)C1)O (5-(5-chloro-2-hydroxyphenyl)benzo[d]oxazol-2(3H)-one), C([O-])([O-])=O.[K+].[K+] (potassium carbonate), COC1=C(CN(S(=O)(=O)C2=CC(=C(C=C2)F)F)C2=NC=CC=N2)C=CC(=C1)OC (N-(2,4-dimethoxybenzyl)-3,4-difluoro-N-(pyrimidin-2-yl)benzenesulfonamide). The solvent is CS(=O)C (dimethylsulfoxide). Conditions: temperature 75 celsius. Yields the product ClC1=CC(=C(OC2=C(C=C(C=C2)S(=O)(=O)N(C2=NC=CC=N2)CC2=C(C=C(C=C2)OC)OC)F)C=C1)C=1C=CC2=C(NC(O2)=O)C1 (4-(4-chloro-2-(2-oxo-2,3-dihydrobenzo[d]oxazol-5-yl)phenoxy)-N-(2,4-dimethoxybenzyl)-3-fluoro-N-(pyrimidin-2-yl)benzenesulfonamide). As a reaction SMILES: [Cl:1][C:2]1[CH:3]=[CH:4][C:5]([OH:18])=[C:6]([C:8]2[CH:9]=[CH:10][C:11]3[O:15][C:14](=[O:16])[NH:13][C:12]=3[CH:17]=2)[CH:7]=1.C(=O)([O-])[O-].[K+].[K+].[CH3:25][O:26][C:27]1[CH:51]=[C:50]([O:52][CH3:53])[CH:49]=[CH:48][C:28]=1[CH2:29][N:30]([C:42]1[N:47]=[CH:46][CH:45]=[CH:44][N:43]=1)[S:31]([C:34]1[CH:39]=[CH:38][C:37](F)=[C:36]([F:41])[CH:35]=1)(=[O:33])=[O:32]>CS(C)=O>[Cl:1][C:2]1[CH:3]=[CH:4][C:5]([O:18][C:37]2[CH:38]=[CH:39][C:34]([S:31]([N:30]([CH2:29][C:28]3[CH:48]=[CH:49][C:50]([O:52][CH3:53])=[CH:51][C:27]=3[O:26][CH3:25])[C:42]3[N:43]=[CH:44][CH:45]=[CH:46][N:47]=3)(=[O:32])=[O:33])=[CH:35][C:36]=2[F:41])=[C:6]([C:8]2[CH:9]=[CH:10][C:11]3[O:15][C:14](=[O:16])[NH:13][C:12]=3[CH:17]=2)[CH:7]=1 |f:1.2.3|. Reported procedure: To a mixture 5-(5-chloro-2-hydroxyphenyl)benzo[d]oxazol-2(3H)-one (0.068 g, 0.26 mmol) and potassium carbonate (0.054 g, 0.39 mmol) in dimethylsulfoxide (2 mL) was added N-(2,4-dimethoxybenzyl)-3,4-difluoro-N-(pyrimidin-2-yl)benzenesulfonamide (0.114 g, 0.27 mmol). The reaction mixture was heated at 70-80° C. for 16 h, allowed to cool to ambient temperature and partitioned between ethyl acetate (100 mL) and water (10 mL). The organic phase was washed with brine (2 5 mL), dried over anhydrous sod... Reactants: C(CCC)C=1N(C(N(N1)C1CC1)=O)CC1=CC=C(C=C1)C1=C(C=CC=C1)C#N (5-n-butyl-2-cyclopropyl-4-[(2'-cyanobiphenyl-4-yl)methyl]-2,4-dihydro-3H-1,2,4-triazol-3-one), N1N=NN=C1 (tetrazole). The solvent is C(Cl)Cl (CH2Cl2). Conditions: temperature 120 celsius, time 2 day. Product: C(CCC)C=1N(C(N(N1)C1CC1)=O)CC1=CC=C(C=C1)C1=C(C=CC=C1)C1=NN=NN1 (5-n-Butyl-2-cyclopropyl-2,4-dihydro-4-[[2'-(5-tetrazolyl)biphenyl-4-yl]methyl]-3H-1,2,4-triazol-3-one). Isolated yield 34.0%. Reaction SMILES: [CH2:1]([C:5]1[N:6]([CH2:14][C:15]2[CH:20]=[CH:19][C:18]([C:21]3[CH:26]=[CH:25][CH:24]=[CH:23][C:22]=3[C:27]#[N:28])=[CH:17][CH:16]=2)[C:7](=[O:13])[N:8]([CH:10]2[CH2:12][CH2:11]2)[N:9]=1)[CH2:2][CH2:3][CH3:4].[NH:29]1C=N[N:31]=[N:30]1>C(Cl)Cl>[CH2:1]([C:5]1[N:6]([CH2:14][C:15]2[CH:16]=[CH:17][C:18]([C:21]3[CH:26]=[CH:25][CH:24]=[CH:23][C:22]=3[C:27]3[NH:31][N:30]=[N:29][N:28]=3)=[CH:19][CH:20]=2)[C:7](=[O:13])[N:8]([CH:10]2[CH2:12][CH2:11]2)[N:9]=1)[CH2:2][CH2:3][CH3:4]. Procedure details: The conversion of 5-n-butyl-2-cyclopropyl-4-[(2'-cyanobiphenyl-4-yl)methyl]-2,4-dihydro-3H-1,2,4-triazol-3-one to the corresponding tetrazole was accomplished by the procedure of Example 9, Step E, except that it was stirred at 120° C. for 2 days. After work-up, the residue was taken up in CH2Cl2 and flash chromatographed over silica gel (5 mL for 0.091 mmole, gradient elution using 2-10% MeOH/CH2Cl2) to give the desired compound as an oil in 34% yield, homogeneous by TLC in 10% MeOH/CH2Cl2, mas... The reactants are CC1=C(C=NN1C(C)(C)C)C(=O)OCC (5-Methyl-1-tert-butyl-1H-pyrazole-4-carboxylic acid, ethyl ester), BrN1C(CCC1=O)=O (N-bromosuccinimide). Run in C(Cl)(Cl)(Cl)Cl (carbon tetrachloride). Product: BrCC1=C(C=NN1C(C)(C)C)C(=O)OCC (5-(bromomethyl)-1-tert-butyl-1H-pyrazole-4-carboxylic acid, ethyl ester). Yield: 85.2%. Reaction SMILES: [CH3:1][C:2]1[N:6]([C:7]([CH3:10])([CH3:9])[CH3:8])[N:5]=[CH:4][C:3]=1[C:11]([O:13][CH2:14][CH3:15])=[O:12].[Br:16]N1C(=O)CCC1=O>C(Cl)(Cl)(Cl)Cl>[Br:16][CH2:1][C:2]1[N:6]([C:7]([CH3:10])([CH3:8])[CH3:9])[N:5]=[CH:4][C:3]=1[C:11]([O:13][CH2:14][CH3:15])=[O:12]. Procedure details: 5-Methyl-1-tert-butyl-1H-pyrazole-4-carboxylic acid, ethyl ester (30 grams, 0.14 mole) and N-bromosuccinimide (25.4 grams, 0.14 mole) were combined in 100 ml of carbon tetrachloride. A heating lamp was turned onto the reaction mixture, and the reaction mixture was refluxed for three hours. The reaction mixture was then cooled and filtered to remove the succinimide. The filtrate was washed with water, washed with saturated brine, and dried over sodium sulfate and filter paper. The solvent was the... The product is Cl.C1(CCCC2=CC=CC=C12)N1CCC(CC1)CCC(=O)C=1C=C2CCC(N3C2=C(C1)CC3)=O ((±)-8-{3-[1-(1,2,3,4-Tetrahydro-1-naphthalenyl)-4-piperidinyl]propanoyl}-1,2,5,6-tetrahydro-4H-pyrrolo[3,2,1-ij]quinolin-4-one hydrochloride). Reactants: N1CCC(CC1)CCC(=O)C=1C=C2CCC(N3C2=C(C1)CC3)=O (8-[3-(4-piperidinyl)propanoyl]-1,2,5,6-tetrahydro-4H-pyrrolo[3,2,1-ij]quinolin-4-one), ClC1CCCC2=CC=CC=C12 ((±)-1-chloro-1,2,3,4-tetrahydronaphthalene). Isolated yield 5.6%. As a reaction SMILES: [NH:1]1[CH2:6][CH2:5][CH:4]([CH2:7][CH2:8][C:9]([C:11]2[CH:12]=[C:13]3[C:18]4=[C:19]([CH2:21][CH2:22][N:17]4[C:16](=[O:23])[CH2:15][CH2:14]3)[CH:20]=2)=[O:10])[CH2:3][CH2:2]1.[Cl:24][CH:25]1[C:34]2[C:29](=[CH:30][CH:31]=[CH:32][CH:33]=2)[CH2:28][CH2:27][CH2:26]1>>[ClH:24].[CH:33]1([N:1]2[CH2:2][CH2:3][CH:4]([CH2:7][CH2:8][C:9]([C:11]3[CH:12]=[C:13]4[C:18]5=[C:19]([CH2:21][CH2:22][N:17]5[C:16](=[O:23])[CH2:15][CH2:14]4)[CH:20]=3)=[O:10])[CH2:5][CH2:6]2)[C:34]2[C:29](=[CH:28][CH:27]=[CH:26][CH:25]=2)[CH2:30][CH2:31][CH2:32]1 |f:2.3|. Procedure: Using 8-[3-(4-piperidinyl)propanoyl]-1,2,5,6-tetrahydro-4H-pyrrolo[3,2,1-ij]quinolin-4-one (500 mg) and (±)-1-chloro-1,2,3,4-tetrahydronaphthalene (280 mg) according to the same method as that of Example 330, the title compound (43 mg) was obtained as pale yellow amorphous powders. Reactants: C12(C(=O)CC(CC1)C2(C)C)CS(=O)(=O)O ((±)-camphorsulfonic acid), C(C1=CC=CC=C1)OC(=O)[C@H]1NCC(CC1)=NOCC1=CC=CC=C1 ((2S)-5-benzyloxyimino-piperidine-2-carboxylic acid benzyl ester), B.O1CCCC1 (Borane tetrahydrofuran). Solvent: O1CCCC1 (tetrahydrofuran). Run at temperature -20 celsius, time 6 hour. The product is C(C1=CC=CC=C1)OC(=O)[C@H]1NC[C@@H](CC1)NOCC1=CC=CC=C1 ((2S,5R)-5-benzyloxyamino-piperidine-2-carboxylic acid benzyl ester). Yield: 82.3%. RXN SMILES: C12(CS(O)(=O)=O)C(C)(C)C(CC1)CC2=O.[CH2:16]([O:23][C:24]([C@@H:26]1[CH2:31][CH2:30][C:29](=[N:32][O:33][CH2:34][C:35]2[CH:40]=[CH:39][CH:38]=[CH:37][CH:36]=2)[CH2:28][NH:27]1)=[O:25])[C:17]1[CH:22]=[CH:21][CH:20]=[CH:19][CH:18]=1.B.O1CCCC1>O1CCCC1>[CH2:16]([O:23][C:24]([C@@H:26]1[CH2:31][CH2:30][C@@H:29]([NH:32][O:33][CH2:34][C:35]2[CH:40]=[CH:39][CH:38]=[CH:37][CH:36]=2)[CH2:28][NH:27]1)=[O:25])[C:17]1[CH:18]=[CH:19][CH:20]=[CH:21][CH:22]=1 |f:2.3|. Procedure details: Under nitrogen atmosphere, (±)-camphorsulfonic acid (0.697 g, 3.00 mmol) and tetrahydrofuran (2 ml) was added to (2S)-5-benzyloxyimino-piperidine-2-carboxylic acid benzyl ester (0.169 g, 0.50 mmol), and the mixture was cooled down to −20° C. Borane-tetrahydrofuran complex (1.06 M tetrahydrofuran solution, 2.4 ml, 2.54 mmol) was added to the mixture for 1.5 hours, and the obtained mixture was stirred for 6 hours. The reaction mixture was analyzed with high performance liquid chromatography to fin... The reactants are O1CCN(CC1)C=1C=2N(C(=CN1)C1=CC=C(C(=O)N3[C@@H](CCC3)C(=O)OC(C)(C)C)C=C1)C=C(N2)CCC2=NC1=CC=CC=C1C=C2 ((S)-tert-Butyl 1-(4-(8-morpholino-2-(2-(quinolin-2-yl)ethyl)imidazo[1,2-a]pyrazin-5-yl)benzoyl)pyrrolidine-2-carboxylate), C(=O)(C(F)(F)F)O.C(Cl)Cl (TFA DCM). Product: FC(C(=O)O)(F)F.O1CCN(CC1)C=1C=2N(C(=CN1)C1=CC=C(C(=O)N3[C@@H](CCC3)C(=O)O)C=C1)C=C(N2)CCC2=NC1=CC=CC=C1C=C2 ((S)-1-(4-(8-Morpholino-2-(2-(quinolin-2-yl)ethyl)imidazo[1,2-a]pyrazin-5-yl)benzoyl)pyrrolidine-2-carboxylic acid trifluoroacetic acid salt). Yield: 30.0%. RXN SMILES: [O:1]1[CH2:6][CH2:5][N:4]([C:7]2[C:8]3[N:9]([CH:33]=[C:34]([CH2:36][CH2:37][C:38]4[CH:47]=[CH:46][C:45]5[C:40](=[CH:41][CH:42]=[CH:43][CH:44]=5)[N:39]=4)[N:35]=3)[C:10]([C:13]3[CH:32]=[CH:31][C:16]([C:17]([N:19]4[CH2:23][CH2:22][CH2:21][C@H:20]4[C:24]([O:26]C(C)(C)C)=[O:25])=[O:18])=[CH:15][CH:14]=3)=[CH:11][N:12]=2)[CH2:3][CH2:2]1.[C:48]([OH:54])([C:50]([F:53])([F:52])[F:51])=[O:49].C(Cl)Cl>>[F:51][C:50]([F:53])([F:52])[C:48]([OH:54])=[O:49].[O:1]1[CH2:2][CH2:3][N:4]([C:7]2[C:8]3[N:9]([CH:33]=[C:34]([CH2:36][CH2:37][C:38]4[CH:47]=[CH:46][C:45]5[C:40](=[CH:41][CH:42]=[CH:43][CH:44]=5)[N:39]=4)[N:35]=3)[C:10]([C:13]3[CH:14]=[CH:15][C:16]([C:17]([N:19]4[CH2:23][CH2:22][CH2:21][C@H:20]4[C:24]([OH:26])=[O:25])=[O:18])=[CH:31][CH:32]=3)=[CH:11][N:12]=2)[CH2:5][CH2:6]1 |f:1.2,3.4|. Procedure: A solution of compound 17b (350 mg, 0.550 mmol) in TFA/DCM (10 mL, 1:4 v/v) was stirred at rt for 3 h. Solvent was evaporated and Et2O (30 mL) was added. The resulting solids were collected by filtration and washed with Et2O to obtain the title compound 35 as a yellow solid (142 mg, 30% yield). 1H-NMR (400 MHz, DMSO-d6) δ (ppm): 9.01 (d, J=8.8 Hz, 1H), 8.31 (d, J=8.0 Hz, 1H), 8.16-8.09 (m, 2H), 8.02 (d, J=8.8 Hz, 1H), 7.94-7.90 (m, 1H), 7.80 (s, 1H), 7.72-7.53 (m, 4H), 7.38-7.34 (m, 1H), 4.44-4.... Reactants: OC1=CC=C(C=C1)N(C)C1=NC(=NC2=CC=CC=C12)C ((4-Hydroxy-phenyl)-(2-methyl-quinazolin-4-yl)-methyl-amine), C(=O)([O-])[O-].[K+].[K+] (K2CO3), BrCC(=O)OC (Methyl bromoacetate). The solvent is CCOC(=O)C (EtOAc), CN(C)C=O (DMF). Conditions: temperature 60 celsius. The product is COC(COC1=CC=C(C=C1)N(C1=NC(=NC2=CC=CC=C12)C)C)=O ({4-[Methyl-(2-methyl-quinazolin-4-yl)-amino]-phenoxy}-acetic acid methyl ester). RXN SMILES: [OH:1][C:2]1[CH:7]=[CH:6][C:5]([N:8]([C:10]2[C:19]3[C:14](=[CH:15][CH:16]=[CH:17][CH:18]=3)[N:13]=[C:12]([CH3:20])[N:11]=2)[CH3:9])=[CH:4][CH:3]=1.C([O-])([O-])=O.[K+].[K+].Br[CH2:28][C:29]([O:31][CH3:32])=[O:30]>CN(C=O)C.CCOC(C)=O>[CH3:32][O:31][C:29](=[O:30])[CH2:28][O:1][C:2]1[CH:7]=[CH:6][C:5]([N:8]([CH3:9])[C:10]2[C:19]3[C:14](=[CH:15][CH:16]=[CH:17][CH:18]=3)[N:13]=[C:12]([CH3:20])[N:11]=2)=[CH:4][CH:3]=1 |f:1.2.3|. Procedure details: (4-Hydroxy-phenyl)-(2-methyl-quinazolin-4-yl)-methyl-amine (468 mg, 1.41 mmol) and K2CO3 were dissolved in DMF (10 mL). Methyl bromoacetate (0.67 mL, 7.08 mmol) was added and the reaction was heated at 60° C. for 2 h. The mixture was cooled and diluted with EtOAc. The organics were washed with water (2×) and dried over MgSO4. The title compound was purified by preparative RPLC. 1H NMR (DMSO-d6) δ 7.64 (d, 1H), 7.59 (t, 1H), 7.20 (d, 2H), 7.05 (t, 1H), 7.0-6.9 (m, 3H), 4.85 (s, 2H), 3.71 (s, 3H),... Starting materials: ice water, CC=1C=C(C=C(C1O)C)CC=C (3-(3,5-Dimethyl-4-hydroxyphenyl)-1-propene), [OH-].[K+] (potassium hydroxide), IC (Iodomethane). Solvent: CS(=O)C (dimethylsulfoxide). Reaction conditions: time 0.5 hour. Yields the product CC=1C=C(C=C(C1OC)C)C=CC (3,5-dimethyl-4-methoxyphenyl-1-propene). RXN SMILES: [CH3:1][C:2]1[CH:3]=[C:4]([CH2:10][CH:11]=[CH2:12])[CH:5]=[C:6]([CH3:9])[C:7]=1[OH:8].[OH-].[K+].I[CH3:16]>CS(C)=O>[CH3:1][C:2]1[CH:3]=[C:4]([CH:10]=[CH:11][CH3:12])[CH:5]=[C:6]([CH3:9])[C:7]=1[O:8][CH3:16] |f:1.2|. Reported procedure: 3-(3,5-Dimethyl-4-hydroxyphenyl)-1-propene (5.0 g) is added to a mixture of powdered potassium hydroxide (7.98 g) in dimethylsulfoxide (50 ml) at 15°. Iodomethane (8.8 ) is then added and stirred below 20° for 0.5 hr. The reaction mixture is poured into ice/water and the product is extracted with ether (2×). The ether extracts are washed with water (3×), saline, dried over sodium sulfate and concentrated under reduced pressure to give 3-(3,5-dimethyl-4-methoxyphenyl-1-propene. The "propene" is t...